Dataset: the Open Reaction Database (ORD), a public repository of structured organic reaction records. Task: describe an organic reaction: reactants, conditions, products, and yield Starting materials: crude product, ClC1=CC=C(COC2=CC=C(CN3C(NC(=NC3=O)N3CCN(CC3)C3=CC=C(C=C3)F)=O)C=C2)C=C1 (3-{4-[(4-chlorobenzyl)oxy]benzyl}-6-[4-(4-fluorophenyl)piperazin-1-yl]-1,3,5-triazine-2,4(1H,3H)-dione), C([O-])([O-])=O.[K+].[K+] (potassium carbonate), CI (methyl iodide), resultant mixture. Yield: 7.0%. Product: ClC1=CC=C(COC2=CC=C(CN3C(N=C(N=C3OC)N3CCN(CC3)C3=CC=C(C=C3)F)=O)C=C2)C=C1 (1-{4-[(4-chlorobenzyl)oxy]benzyl}-4-[4-(4-fluorophenyl)piperazin-yl]-6-methoxy-1,3,5-triazin-2(1H)-one). Reaction SMILES: [Cl:1][C:2]1[CH:37]=[CH:36][C:5]([CH2:6][O:7][C:8]2[CH:35]=[CH:34][C:11]([CH2:12][N:13]3[C:18](=[O:19])[N:17]=[C:16]([N:20]4[CH2:25][CH2:24][N:23]([C:26]5[CH:31]=[CH:30][C:29]([F:32])=[CH:28][CH:27]=5)[CH2:22][CH2:21]4)[NH:15][C:14]3=[O:33])=[CH:10][CH:9]=2)=[CH:4][CH:3]=1.[C:38](=O)([O-])[O-].[K+].[K+].CI>CN(C)C=O>[Cl:1][C:2]1[CH:37]=[CH:36][C:5]([CH2:6][O:7][C:8]2[CH:35]=[CH:34][C:11]([CH2:12][N:13]3[C:14]([O:33][CH3:38])=[N:15][C:16]([N:20]4[CH2:21][CH2:22][N:23]([C:26]5[CH:31]=[CH:30][C:29]([F:32])=[CH:28][CH:27]=5)[CH2:24][CH2:25]4)=[N:17][C:18]3=[O:19])=[CH:10][CH:9]=2)=[CH:4][CH:3]=1 |f:1.2.3|. The solvent is CN(C=O)C (N,N-dimethylformamide). Reported procedure: To an N,N-dimethylformamide solution (4 mL) of a crude product (0.69 mmol) of 3-{4-[(4-chlorobenzyl)oxy]benzyl}-6-[4-(4-fluorophenyl)piperazin-1-yl]-1,3,5-triazine-2,4(1H,3H)-dione, potassium carbonate (332 mg, 2.40 mmol) and methyl iodide (137 μL, 2.20 mmol) were added at room temperature and the resultant mixture was stirred at room temperature for 1 day. After the completion of the reaction, the reaction solution was concentrated under reduced pressure and the resultant residue was purified b... The reactants are N[C@@H](CC1=CC=CC=C1)C(=O)N (Phe-NH2), N([C@@H](CC(OC(C)(C)C)=O)C(=O)O)C(=O)OCC1=CC=CC=C1 (Cbz-Asp(O-t-Bu)), CN1CCOCC1 (NMM), C(C(C)C)OC(=O)Cl (isobutylchloroformate). The solvent is CN(C)C=O (DMF), O (water), C(C)(=O)OCC (ethyl acetate), C1CCOC1 (THF). Reaction conditions: time 4 minute. The product is N([C@@H](CC(OC(C)(C)C)=O)C(=O)N[C@@H](CC1=CC=CC=C1)C(=O)N)C(=O)OCC1=CC=CC=C1 (Cbz-Asp(O-t-Bu)-Phe-NH2). Isolated yield 89.2%. As a reaction SMILES: [NH:1]([C:14]([O:16][CH2:17][C:18]1[CH:23]=[CH:22][CH:21]=[CH:20][CH:19]=1)=[O:15])[C@H:2]([C:11]([OH:13])=O)[CH2:3][C:4](=[O:10])[O:5][C:6]([CH3:9])([CH3:8])[CH3:7].CN1CCOCC1.C(OC(Cl)=O)C(C)C.[NH2:39][C@H:40]([C:48]([NH2:50])=[O:49])[CH2:41][C:42]1[CH:47]=[CH:46][CH:45]=[CH:44][CH:43]=1>C1COCC1.CN(C=O)C.O.C(OCC)(=O)C>[NH:1]([C:14]([O:16][CH2:17][C:18]1[CH:23]=[CH:22][CH:21]=[CH:20][CH:19]=1)=[O:15])[C@H:2]([C:11]([NH:39][C@H:40]([C:48]([NH2:50])=[O:49])[CH2:41][C:42]1[CH:47]=[CH:46][CH:45]=[CH:44][CH:43]=1)=[O:13])[CH2:3][C:4](=[O:10])[O:5][C:6]([CH3:7])([CH3:8])[CH3:9]. Reported procedure: To a -10° C. solution of Cbz-Asp(O-t-Bu) (2.5 g, 4.95 mmol) in THF (40 mL) were added NMM (0.52 g, 5.18 mmol) followed by isobutylchloroformate (0.705 g, 5.16 mmol) to form a white precipitate. The suspension was stirred for 4 minutes and a solution of Phe-NH2 (0.81 g, 4.94 mmol) in DMF (10 mL) and water (5 mL) were added. The solution was stirred at -15° C. for additional 10 minutes then allowed to warm to ambient temperature. After 6 hours, the solution was diluted with ethyl acetate, washed w... Starting materials: CC(C)(C)OC(=O)NCCCCN, Cn1c(C=O)nc2ccccc21, ClCCl. Product: Cn1c(CNCCCCNC(=O)OC(C)(C)C)nc2ccccc21. Reaction SMILES: [C:13]([CH3:14])([CH3:15])([CH3:16])[O:17][C:18]([NH:19][CH2:20][CH2:21][CH2:22][CH2:23][NH2:24])=[O:25].[CH3:1][n:2]1[c:3]([CH:11]=[O:12])[n:4][c:5]2[c:6]1[cH:7][cH:8][cH:9][cH:10]2.[Cl:26][CH2:27][Cl:28]>>[CH3:1][n:2]1[c:3]([CH2:11][NH:24][CH2:23][CH2:22][CH2:21][CH2:20][NH:19][C:18]([O:17][C:13]([CH3:14])([CH3:15])[CH3:16])=[O:25])[n:4][c:5]2[c:6]1[cH:7][cH:8][cH:9][cH:10]2. Starting materials: COC(=O)OC, COC(=O)c1cccc(CC#N)c1, [K+], [K+], N#N, O=C([O-])[O-]. The product is COC(=O)c1cccc(C(C)C#N)c1. As a reaction SMILES: [CH3:14][O:15][C:16]([O:17][CH3:18])=[O:19].[CH3:1][O:2][C:3](=[O:4])[c:5]1[cH:6][c:7]([CH2:11][C:12]#[N:13])[cH:8][cH:9][cH:10]1.[K+:20].[K+:21].[N:26]#[N:27].[O-:22][C:23]([O-:24])=[O:25]>>[CH3:1][O:2][C:3](=[O:4])[c:5]1[cH:6][c:7]([CH:11]([C:12]#[N:13])[CH3:14])[cH:8][cH:9][cH:10]1. Starting materials: CC(C)N(C(=O)c1cccnc1F)C(C)C, Nc1nccc2c1NC(=O)C2. Product: CC(C)N(C(=O)c1c(C=O)ccnc1F)C(C)C. Reaction SMILES: [F:12][c:13]1[c:14]([C:15](=[O:16])[N:17]([CH:18]([CH3:19])[CH3:20])[CH:21]([CH3:22])[CH3:23])[cH:24][cH:25][cH:26][n:27]1.[NH2:1][c:2]1[n:3][cH:4][cH:5][c:6]2[c:7]1[NH:9][C:8](=[O:11])[CH2:10]2>>[CH:8](=[O:11])[c:24]1[c:14]([C:15](=[O:16])[N:17]([CH:18]([CH3:19])[CH3:20])[CH:21]([CH3:22])[CH3:23])[c:13]([F:12])[n:27][cH:26][cH:25]1. The reactants are Cc1nccn2c(Br)c(-c3ccc(F)cc3F)nc12, C1CCOC1, [Cl-], [Cl-], CC(C)c1nnc2ccc(I)nn12, CN(C)C=O, [Zn+2], c1ccc(P(c2ccccc2)(c2ccccc2)[Pd](P(c2ccccc2)(c2ccccc2)c2ccccc2)(P(c2ccccc2)(c2ccccc2)c2ccccc2)P(c2ccccc2)(c2ccccc2)c2ccccc2)cc1. The product is Cc1nccn2c(-c3ccc4nnc(C(C)C)n4n3)c(-c3ccc(F)cc3F)nc12. RXN SMILES: [Br:1][c:2]1[c:3](-[c:12]2[c:13]([F:19])[cH:14][c:15]([F:18])[cH:16][cH:17]2)[n:4][c:5]2[n:6]1[cH:7][cH:8][n:9][c:10]2[CH3:11].[CH2:33]1[O:34][CH2:35][CH2:36][CH2:37]1.[Cl-:43].[Cl-:45].[I:20][c:21]1[cH:22][cH:23][c:24]2[n:25]([n:26]1)[c:27]([CH:30]([CH3:31])[CH3:32])[n:28][n:29]2.[O:38]=[CH:39][N:40]([CH3:41])[CH3:42].[Zn+2:44].[cH:46]1[cH:47][cH:48][c:49]([P:50]([Pd:51]([P:52]([c:53]2[cH:54][cH:55][cH:56][cH:57][cH:58]2)([c:59]2[cH:60][cH:61][cH:62][cH:63][cH:64]2)[c:65]2[cH:66][cH:67][cH:68][cH:69][cH:70]2)([P:71]([c:72]2[cH:73][cH:74][cH:75][cH:76][cH:77]2)([c:78]2[cH:79][cH:80][cH:81][cH:82][cH:83]2)[c:84]2[cH:85][cH:86][cH:87][cH:88][cH:89]2)[P:90]([c:91]2[cH:92][cH:93][cH:94][cH:95][cH:96]2)([c:97]2[cH:98][cH:99][cH:100][cH:101][cH:102]2)[c:103]2[cH:104][cH:105][cH:106][cH:107][cH:108]2)([c:109]2[cH:110][cH:111][cH:112][cH:113][cH:114]2)[c:115]2[cH:116][cH:117][cH:118][cH:119][cH:120]2)[cH:121][cH:122]1>>[c:2]1(-[c:21]2[cH:22][cH:23][c:24]3[n:25]([n:26]2)[c:27]([CH:30]([CH3:31])[CH3:32])[n:28][n:29]3)[c:3](-[c:12]2[c:13]([F:19])[cH:14][c:15]([F:18])[cH:16][cH:17]2)[n:4][c:5]2[n:6]1[cH:7][cH:8][n:9][c:10]2[CH3:11]. The reactants are C(=O)(O)C12CCC(CC1)(CC2)NCC(=O)N2[C@@H](C[C@@H](C2)F)C#N ((2S,4S)-1-[[N-(4-carboxybicyclo[2.2.2]oct-1-yl)amino]acetyl]-4-fluoropyrrolidine-2-carbonitrile), C(CCCCCCC)C1=CC=C(N)C=C1 (4-octylaniline). Product: F[C@H]1C[C@H](N(C1)C(CNC12CCC(CC1)(CC2)C(=O)NC2=CC=C(C=C2)CCCCCCCC)=O)C#N ((2S,4S)-4-fluoro-1-[[N-[4-[N-(4-octylphenyl)amino]carbonylbicyclo[2.2.2]oct-1-yl]amino]acetyl]pyrrolidine-2-carbonitrile). The yield is 20.0%. RXN SMILES: [C:1]([C:4]12[CH2:11][CH2:10][C:7]([NH:12][CH2:13][C:14]([N:16]3[CH2:20][C@@H:19]([F:21])[CH2:18][C@H:17]3[C:22]#[N:23])=[O:15])([CH2:8][CH2:9]1)[CH2:6][CH2:5]2)(O)=[O:2].[CH2:24]([C:32]1[CH:38]=[CH:37][C:35]([NH2:36])=[CH:34][CH:33]=1)[CH2:25][CH2:26][CH2:27][CH2:28][CH2:29][CH2:30][CH3:31]>>[F:21][C@@H:19]1[CH2:20][N:16]([C:14](=[O:15])[CH2:13][NH:12][C:7]23[CH2:6][CH2:5][C:4]([C:1]([NH:36][C:35]4[CH:37]=[CH:38][C:32]([CH2:24][CH2:25][CH2:26][CH2:27][CH2:28][CH2:29][CH2:30][CH3:31])=[CH:33][CH:34]=4)=[O:2])([CH2:11][CH2:10]2)[CH2:9][CH2:8]3)[C@H:17]([C:22]#[N:23])[CH2:18]1. Procedure details: In a similar manner to Example 63, (2S,4S)-1-[[N-(4-carboxybicyclo[2.2.2]oct-1-yl)amino]acetyl]-4-fluoropyrrolidine-2-carbonitrile (50.0 mg) and 4-octylaniline (70.5 mg) were used to obtain (2S,4S)-4-fluoro-1-[[N-[4-[N-(4-octylphenyl)amino]carbonylbicyclo[2.2.2]oct-1-yl]amino]acetyl]pyrrolidine-2-carbonitrile (15.8 mg). Yields the product ClC1=NC(=CC=C1CN1N=C2N(C=CC(=C2C2=CC=NC=C2)C2=CC=C(C=C2)Cl)C1=O)C(F)(F)F (2-((2-chloro-6-(trifluoromethyl)pyridin-3-yl)methyl)-7-(4-chlorophenyl)-8-(pyridin-4-yl)-[1,2,4]triazolo[4,3-a]pyridin-3(2H)-one). As a reaction SMILES: [Cl:1][C:2]1[CH:7]=[CH:6][C:5]([C:8]2[CH:13]=[CH:12][N:11]3[C:14](=[O:17])[NH:15][N:16]=[C:10]3[C:9]=2[C:18]2[CH:23]=[CH:22][N:21]=[CH:20][CH:19]=2)=[CH:4][CH:3]=1.[Cl:24][C:25]1[C:30]([CH2:31]Cl)=[CH:29][CH:28]=[C:27]([C:33]([F:36])([F:35])[F:34])[N:26]=1.C([O-])([O-])=O.[K+].[K+]>CN(C=O)C>[Cl:24][C:25]1[C:30]([CH2:31][N:15]2[C:14](=[O:17])[N:11]3[CH:12]=[CH:13][C:8]([C:5]4[CH:6]=[CH:7][C:2]([Cl:1])=[CH:3][CH:4]=4)=[C:9]([C:18]4[CH:19]=[CH:20][N:21]=[CH:22][CH:23]=4)[C:10]3=[N:16]2)=[CH:29][CH:28]=[C:27]([C:33]([F:34])([F:35])[F:36])[N:26]=1 |f:2.3.4|. Solvent: CN(C)C=O (DMF). Run at temperature 70 celsius, time 3 hour. The reactants are ClC1=CC=C(C=C1)C1=C(C=2N(C=C1)C(NN2)=O)C2=CC=NC=C2 (7-(4-chlorophenyl)-8-(pyridin-4-yl)-[1,2,4]triazolo[4,3-a]pyridin-3(2H)-one), ClC1=CC=C(C=C1)C1=C(C=2N(C=C1)C(NN2)=O)C2=CC=NC=C2 (7-(4-chlorophenyl)-8-(pyridin-4-yl)-[1,2,4]triazolo[4,3-a]pyridin-3(2H)-one), ClC1=NC(=CC=C1CCl)C(F)(F)F (2-chloro-3-(chloromethyl)-6-(trifluoromethyl)pyridine), C(=O)([O-])[O-].[K+].[K+] (K2CO3). The yield is 81.0%. Procedure: To a solution of 7-(4-chlorophenyl)-8-(pyridin-4-yl)-[1,2,4]triazolo[4,3-a]pyridin-3(2H)-one (200 mg, 0.62 mmol) and 2-chloro-3-(chloromethyl)-6-(trifluoromethyl)pyridine in anhydrous DMF (4.0 mL) at room temperature was added anhydrous K2CO3 (1.8 g, 13 mmol). The resulting yellow suspension was stirred at 70° C. for 3 h. Analysis by HPLC/MS indicated that starting 7-(4-chlorophenyl)-8-(pyridin-4-yl)-[1,2,4]triazolo[4,3-a]pyridin-3(2H)-one had been consumed. After cooling to room temperature, th...